describe an organic reaction: reactants, conditions, products, and yield From a dataset of the Open Reaction Database (ORD), a public repository of structured organic reaction records. Reactants: COC1=CC=C2CCCC(C2=C1)O (7-methoxy-1,2,3,4-tetrahydro-1-naphthalenol), Cl (hydrochloric acid). Product: ClC1CCCC2=CC=C(C=C12)OC (1-Chloro-7-methoxy-1,2,3,4-tetrahydronaphthalene). Reaction SMILES: [CH3:1][O:2][C:3]1[CH:12]=[C:11]2[C:6]([CH2:7][CH2:8][CH2:9][CH:10]2O)=[CH:5][CH:4]=1.[ClH:14]>>[Cl:14][CH:10]1[C:11]2[C:6](=[CH:5][CH:4]=[C:3]([O:2][CH3:1])[CH:12]=2)[CH2:7][CH2:8][CH2:9]1. Reported procedure: 35.6 g (0.2 mol) of 7-methoxy-1,2,3,4-tetrahydro-1-naphthalenol (D. G. Thomas, A. H. Nathan J. Am. Chem. Soc. 79, 331, 1948) are stirred at ambient temperature for 3 hours in a liter of concentrated hydrochloric acid. Starting materials: NO (hydroxylamine), C[O-].[Na+] (sodium methylate), ClC=1C=C(CCC(=S)O)C=CC1Cl (3,4-dichlorobenzylthioacetic acid), OS(=O)(=O)O (H2SO4), ClC(C)Cl (dichloroethane). Run in CO (methanol), CO (methanol). The product is ClC=1C=C(CCC(=S)NO)C=CC1Cl (3,4-Dichlorobenzylthioaceto-hydroxamic acid). Yield: 75.0%. Reaction SMILES: [Cl:1][C:2]1[CH:3]=[C:4]([CH:10]=[CH:11][C:12]=1[Cl:13])[CH2:5][CH2:6][C:7](O)=[S:8].OS(O)(=O)=O.ClC(Cl)C.[NH2:23][OH:24].C[O-].[Na+]>CO>[Cl:1][C:2]1[CH:3]=[C:4]([CH:10]=[CH:11][C:12]=1[Cl:13])[CH2:5][CH2:6][C:7]([NH:23][OH:24])=[S:8] |f:4.5|. Reported procedure: 20.2 g (0.08 mol) of 3,4-dichlorobenzylthioacetic acid are esterified with 10 ml of methanol, 0.6 ml of concentrated H2SO4 and 100 ml of dichloroethane. The mixture is heated under reflux for 4 hours, washed with water and with dilute bicarbonate solution, and dried. The mixture is evaporated in vacuo. The oily residue, in methanol, is treated with a solution of hydroxylamine (0.1 mol) in the presence of 0.18 mol of sodium methylate. After leaving the reactants in contact overnight, the mixture ... The reactants are FC1=CC=C(C=C1)C(CCCCl)C1=CC=C(C=C1)F (1,1-bis(4-fluorophenyl)-4-chlorobutane), ClC=1C=CC2=C(N(C(N2)=O)C2CCNCC2)C1C (6-chloro-1,3-dihydro-7-methyl-1-(4-piperidinyl)- 2H-benzimidazol-2-one), C([O-])([O-])=O.[Na+].[Na+] (sodium carbonate), [I-].[K+] (potassium iodide). Solvent: CC(CC(C)=O)C (4-methyl-2-pentanone), O (water). As a reaction SMILES: [F:1][C:2]1[CH:7]=[CH:6][C:5]([CH:8]([C:13]2[CH:18]=[CH:17][C:16]([F:19])=[CH:15][CH:14]=2)[CH2:9][CH2:10][CH2:11]Cl)=[CH:4][CH:3]=1.[Cl:20][C:21]1[CH:22]=[CH:23][C:24]2[NH:28][C:27](=[O:29])[N:26]([CH:30]3[CH2:35][CH2:34][NH:33][CH2:32][CH2:31]3)[C:25]=2[C:36]=1[CH3:37].C(=O)([O-])[O-].[Na+].[Na+].[I-].[K+]>O.CC(C)CC(=O)C>[Cl:20][C:21]1[CH:22]=[CH:23][C:24]2[NH:28][C:27](=[O:29])[N:26]([CH:30]3[CH2:31][CH2:32][N:33]([CH2:11][CH2:10][CH2:9][CH:8]([C:13]4[CH:18]=[CH:17][C:16]([F:19])=[CH:15][CH:14]=4)[C:5]4[CH:6]=[CH:7][C:2]([F:1])=[CH:3][CH:4]=4)[CH2:34][CH2:35]3)[C:25]=2[C:36]=1[CH3:37] |f:2.3.4,5.6|. Reported procedure: A mixture of 3.5 parts of 1,1-bis(4-fluorophenyl)-4-chlorobutane, 3.65 parts of 6-chloro-1,3-dihydro-7-methyl-1-(4-piperidinyl)- 2H-benzimidazol-2-one, 2.65 parts of sodium carbonate, 0.1 parts of potassium iodide and 100 parts of 4-methyl-2-pentanone is stirred and refluxed for 36 hours. After cooling to room temperature, water is added and the layers are separated. The organic phase is dried, filtered and evaporated. The residue is converted into the hydrochloride salt in methylbenzene. The aq... Product: ClC=1C=CC2=C(N(C(N2)=O)C2CCN(CC2)CCCC(C2=CC=C(C=C2)F)C2=CC=C(C=C2)F)C1C (6-chloro-1-{1-[4,4-bis(4-fluorophenyl)butyl]-4-piperidinyl}-1,3-dihydro-7-methyl-2H-benzimidazol-2-one). The reactants are [Al+3], C1CCOC1, CCOC(C)=O, CCOC(=O)NNc1ccc(F)cc1, [H-], [H-], [H-], [H-], [Li+]. Yields the product CNNc1ccc(F)cc1. Reaction SMILES: [Al+3:2].[CH2:27]1[O:28][CH2:29][CH2:30][CH2:31]1.[CH3:21][CH2:22][O:23][C:24]([CH3:25])=[O:26].[F:7][c:8]1[cH:9][cH:10][c:11]([NH:14][NH:15][C:16]([O:17][CH2:18][CH3:19])=[O:20])[cH:12][cH:13]1.[H-:1].[H-:4].[H-:5].[H-:6].[Li+:3]>>[F:7][c:8]1[cH:9][cH:10][c:11]([NH:14][NH:15][CH3:16])[cH:12][cH:13]1. Starting materials: O=C([O-])[O-], CCOC(=O)c1c(Cl)c(C)c(=O)n(C)c1C, Cc1ccccc1, CCOC(C)=O, [Cs+], [Cs+], Cc1ccc(N)c(F)c1, CC(=O)[O-], CC(=O)[O-], [Pd+2]. The product is CCOC(=O)c1c(Nc2ccc(C)cc2F)c(C)c(=O)n(C)c1C. Reaction SMILES: [C:10](=[O:11])([O-:12])[O-:13].[CH2:16]([CH3:17])[O:18][C:19](=[O:20])[c:21]1[c:22]([CH3:31])[n:23]([CH3:30])[c:24](=[O:29])[c:25]([CH3:28])[c:26]1[Cl:27].[CH3:32][c:33]1[cH:34][cH:35][cH:36][cH:37][cH:38]1.[CH3:39][CH2:40][O:41][C:42]([CH3:43])=[O:44].[Cs+:14].[Cs+:15].[F:1][c:2]1[c:3]([NH2:9])[cH:4][cH:5][c:6]([CH3:8])[cH:7]1.[O-:46][C:47]([CH3:48])=[O:49].[O-:50][C:51]([CH3:52])=[O:53].[Pd+2:45]>>[F:1][c:2]1[c:3]([NH:9][c:26]2[c:21]([C:19]([O:18][CH2:16][CH3:17])=[O:20])[c:22]([CH3:31])[n:23]([CH3:30])[c:24](=[O:29])[c:25]2[CH3:28])[cH:4][cH:5][c:6]([CH3:8])[cH:7]1. Reactants: C[O-].[K+] (potassium methoxide), BrC=1C=CC(=NC1F)N(C)C ((5-bromo-6-fluoro-pyridin-2-yl)-dimethyl-amine). Solvent: [Cl-].[NH4+] (ammonium chloride). The product is BrC=1C=CC(=NC1OC)N(C)C ((5-bromo-6-methoxy-pyridin-2-yl)-dimethyl-amine). Reaction SMILES: [CH3:1][O-:2].[K+].[Br:4][C:5]1[CH:6]=[CH:7][C:8]([N:12]([CH3:14])[CH3:13])=[N:9][C:10]=1F>[Cl-].[NH4+]>[Br:4][C:5]1[CH:6]=[CH:7][C:8]([N:12]([CH3:14])[CH3:13])=[N:9][C:10]=1[O:2][CH3:1] |f:0.1,3.4|. Procedure: To a solution of potassium methoxide (25% in methanol, 74.2 mL, 251 mmol) was added Intermediate (5-bromo-6-fluoro-pyridin-2-yl)-dimethyl-amine (18.36 g, 83.8 mmol). The reaction was stirred at reflux for 3 h before cooling to room temperature. The contents were poured into a solution of saturated ammonium chloride (500 mL) and this was extracted with ethyl acetate (3×300 mL). The combined organics were washed with brine (250 mL), dried over MgSO4, filtered, and concentrated in vacuo to afford d... The reactants are ClC=1C=CC(=C(C1)NC(=NN)C1=CC(=CC(=C1)C(F)(F)F)C(F)(F)F)OC (N-(5-Chloro-2-methoxyphenyl)-3,5-bis(trifluoromethyl) benzene carbohydrazonamide), C(=O)(N1C=NC=C1)N1C=NC=C1 (1,1'-carbonyldiimidazole), [K+].[Br-] (KBr). Run in C1CCOC1 (THF). Reaction conditions: temperature 24 celsius, time 18 hour. Yields the product ClC=1C=CC(=C(C1)N1C(NN=C1C1=CC(=CC(=C1)C(F)(F)F)C(F)(F)F)=O)OC (4-(5-Chloro-2-methoxyphenyl)-5-[3,5-bis(trifluoromethyl)phenyl]-2,4-dihydro-3H-1,2,4-triazol-3-one). As a reaction SMILES: [Cl:1][C:2]1[CH:3]=[CH:4][C:5]([O:26][CH3:27])=[C:6]([NH:8][C:9]([C:12]2[CH:17]=[C:16]([C:18]([F:21])([F:20])[F:19])[CH:15]=[C:14]([C:22]([F:25])([F:24])[F:23])[CH:13]=2)=[N:10][NH2:11])[CH:7]=1.[C:28](N1C=CN=C1)(N1C=CN=C1)=[O:29].[K+].[Br-]>C1COCC1>[Cl:1][C:2]1[CH:3]=[CH:4][C:5]([O:26][CH3:27])=[C:6]([N:8]2[C:9]([C:12]3[CH:17]=[C:16]([C:18]([F:21])([F:20])[F:19])[CH:15]=[C:14]([C:22]([F:23])([F:24])[F:25])[CH:13]=3)=[N:10][NH:11][C:28]2=[O:29])[CH:7]=1 |f:2.3|. Procedure: N-(5-Chloro-2-methoxyphenyl)-3,5-bis(trifluoromethyl) benzene carbohydrazonamide (4 g, 9.7 mmol) was taken up in THF (600 ml) under N2, and 1,1'-carbonyldiimidazole (1.9 g, 11.72 mmol) added. The solution was stirred for 18 h at 24° C. before solvent was removed by rotary evaporation. The residue was taken up in ethyl acetate (400 ml) and washed with 0.1N HCl solution (100 ml), water (100 ml) and brine prior to drying over MgSO4. Recrystallization from acetonitrile gave 2.92 g (68.6%) mp 205.5°-... Starting materials: CC(=O)c1ccccc1, Cc1cc(NN)ccc1I. Product: CC(=NNc1ccc(I)c(C)c1)c1ccccc1. RXN SMILES: [CH3:11][C:12](=[O:13])[c:14]1[cH:15][cH:16][cH:17][cH:18][cH:19]1.[I:1][c:2]1[c:3]([CH3:10])[cH:4][c:5]([NH:8][NH2:9])[cH:6][cH:7]1>>[I:1][c:2]1[c:3]([CH3:10])[cH:4][c:5]([NH:8][N:9]=[C:12]([CH3:11])[c:14]2[cH:15][cH:16][cH:17][cH:18][cH:19]2)[cH:6][cH:7]1. Starting materials: CC(=O)Cl, CC(=O)O, Cl, NC(CF)(Cc1cnc[nH]1)C(=O)O, [Na+], [OH-]. Yields the product CC(=O)NC(CF)(Cc1cnc[nH]1)C(=O)O. As a reaction SMILES: [CH3:14][C:15]([Cl:16])=[O:17].[CH3:19][C:20](=[O:21])[OH:22].[ClH:18].[NH2:1][C:2]([C:3](=[O:4])[OH:5])([CH2:6][c:7]1[cH:8][n:9][cH:10][nH:11]1)[CH2:12][F:13].[Na+:24].[OH-:23]>>[NH:1]([C:2]([C:3](=[O:4])[OH:5])([CH2:6][c:7]1[cH:8][n:9][cH:10][nH:11]1)[CH2:12][F:13])[C:15]([CH3:14])=[O:17]. Starting materials: COc1cc(N2CCOCC2)ccc1Nc1nc(Cl)ncc1Cl, CN(C)C(=O)CN1CCc2ccc(N)cc2CC1. The product is COc1cc(N2CCOCC2)ccc1Nc1nc(Nc2ccc3c(c2)CCN(CC(=O)N(C)C)CC3)ncc1Cl. RXN SMILES: [Cl:19][c:20]1[n:21][cH:22][c:23]([Cl:41])[c:24]([NH:26][c:27]2[c:28]([O:39][CH3:40])[cH:29][c:30]([N:33]3[CH2:34][CH2:35][O:36][CH2:37][CH2:38]3)[cH:31][cH:32]2)[n:25]1.[NH2:1][c:2]1[cH:3][c:4]2[c:5]([cH:17][cH:18]1)[CH2:6][CH2:7][N:8]([CH2:11][C:12](=[O:13])[N:14]([CH3:15])[CH3:16])[CH2:9][CH2:10]2>>[NH:1]([c:2]1[cH:3][c:4]2[c:5]([cH:17][cH:18]1)[CH2:6][CH2:7][N:8]([CH2:11][C:12](=[O:13])[N:14]([CH3:15])[CH3:16])[CH2:9][CH2:10]2)[c:20]1[n:21][cH:22][c:23]([Cl:41])[c:24]([NH:26][c:27]2[c:28]([O:39][CH3:40])[cH:29][c:30]([N:33]3[CH2:34][CH2:35][O:36][CH2:37][CH2:38]3)[cH:31][cH:32]2)[n:25]1.